The task is: describe an organic reaction: reactants, conditions, products, and yield. This data is from the Open Reaction Database (ORD), a public repository of structured organic reaction records. Starting materials: COC=1C(=C2C=NNC(C2=CC1)=O)C#CC1=CC=NC=C1 (6-methoxy-5-pyridin-4-ylethynyl-2H-phthalazin-1-one), O=P(Cl)(Cl)Cl (POCl3). Run in CC(=O)C (acetone). Run at temperature 85 celsius. Yields the product ClC1=NN=CC2=C(C(=CC=C12)OC)C#CC1=CC=NC=C1 (1-Chloro-6-methoxy-5-pyridin-4-ylethynyl-phthalazine). Yield: 62.0%. As a reaction SMILES: [CH3:1][O:2][C:3]1[C:4]([C:14]#[C:15][C:16]2[CH:21]=[CH:20][N:19]=[CH:18][CH:17]=2)=[C:5]2[C:10](=[CH:11][CH:12]=1)[C:9](=O)[NH:8][N:7]=[CH:6]2.O=P(Cl)(Cl)[Cl:24]>CC(C)=O>[Cl:24][C:9]1[C:10]2[C:5](=[C:4]([C:14]#[C:15][C:16]3[CH:21]=[CH:20][N:19]=[CH:18][CH:17]=3)[C:3]([O:2][CH3:1])=[CH:12][CH:11]=2)[CH:6]=[N:7][N:8]=1. Procedure: A suspension under N2 of 6-methoxy-5-pyridin-4-ylethynyl-2H-phthalazin-1-one (2.26 g,), prepared as described in example 141, in POCl3 (40 ml) was heated for 3 hours at 85° C., then dried. The residue was taken up in a saturated NaHCO3 solution up to alkalinity, then filtered and extracted with ethyl acetate. The solid was dissolved in a CH2Cl2/CH3OH/ethyl acetate mixture, dried over Na2SO4 and filtered. The solution was joined to the previous organic phase and dried to give a residue which was ... Reactants: FC(C=1C=C(C=C(C1)C(F)(F)F)C=CC(=O)OCC)(F)F (Ethyl 3-[3,5-bis(trifluoromethyl)phenyl]acrylate), [N+](=O)([O-])C (nitromethane), [OH-].C(CCC)[N+](CCCC)(CCCC)CCCC (tetrabutylammonium hydroxide). The solvent is [Cl-].[NH4+] (ammonium chloride). Yields the product FC(C=1C=C(C=C(C1)C(F)(F)F)C(CC(=O)OC)C(C)[N+](=O)[O-])(F)F (methyl 3-[3,5-bis(trifluoro methyl)phenyl]-4-nitropentanoate). Reaction SMILES: [F:1][C:2]([F:21])([F:20])[C:3]1[CH:4]=[C:5]([CH:13]=[CH:14][C:15]([O:17][CH2:18]C)=[O:16])[CH:6]=[C:7]([C:9]([F:12])([F:11])[F:10])[CH:8]=1.[N+:22]([CH3:25])([O-:24])=[O:23].[OH-].[CH2:27]([N+](CCCC)(CCCC)CCCC)CCC>[Cl-].[NH4+]>[F:12][C:9]([F:10])([F:11])[C:7]1[CH:6]=[C:5]([CH:13]([CH:25]([N+:22]([O-:24])=[O:23])[CH3:27])[CH2:14][C:15]([O:17][CH3:18])=[O:16])[CH:4]=[C:3]([C:2]([F:1])([F:21])[F:20])[CH:8]=1 |f:2.3,4.5|. Reported procedure: Ethyl 3-[3,5-bis(trifluoromethyl)phenyl]acrylate (170 mg, 0.54 mmol) and nitromethane (736 uL, 10.29 mmol) were treated with a solution of tetrabutylammonium hydroxide (1.0 M solution in MeOH, 1.5 mL) and the mixture heated to reflux for 3 h, diluted with 10% aqueous ammonium chloride (10 mL) and extracted with EtOAC (4×30 mL). The combined organic extracts were washed with 10% ammonium chloride (20 mL), dried over MgSO4, concentrated in vacuo to give the crude product. This was purified by flas...